This data is from the Open Reaction Database (ORD), a public repository of structured organic reaction records. The task is: describe an organic reaction: reactants, conditions, products, and yield Reactants: CCCCO, COc1cc(N2CCNCC2)cc(OC)c1OC, CC(C)O, CN1CC(CCCl)OC1=O, [I-], [K+], [Na+], [Na+], O=C([O-])[O-]. The product is COc1cc(N2CCN(CCC3CN(C)C(=O)O3)CC2)cc(OC)c1OC. Reaction SMILES: [CH2:37]([OH:38])[CH2:39][CH2:40][CH3:41].[CH3:1][O:2][c:3]1[cH:4][c:5]([N:13]2[CH2:14][CH2:15][NH:16][CH2:17][CH2:18]2)[cH:6][c:7]([O:11][CH3:12])[c:8]1[O:9][CH3:10].[CH3:42][CH:43]([OH:44])[CH3:45].[Cl:19][CH2:20][CH2:21][CH:22]1[CH2:23][N:24]([CH3:28])[C:25](=[O:27])[O:26]1.[I-:36].[K+:35].[Na+:29].[Na+:30].[O-:31][C:32](=[O:33])[O-:34]>>[CH3:1][O:2][c:3]1[cH:4][c:5]([N:13]2[CH2:14][CH2:15][N:16]([CH2:20][CH2:21][CH:22]3[CH2:23][N:24]([CH3:28])[C:25](=[O:27])[O:26]3)[CH2:17][CH2:18]2)[cH:6][c:7]([O:11][CH3:12])[c:8]1[O:9][CH3:10].